The task is: describe an organic reaction: reactants, conditions, products, and yield. This data is from the Open Reaction Database (ORD), a public repository of structured organic reaction records. Starting materials: CCCCCCCCBr, [Cs+], CN(C)C=O, O=C([O-])c1cc(O)ccc1O. Product: CCCCCCCC, O=C(O)c1cc(O)ccc1O. As a reaction SMILES: [Br:13][CH2:14][CH2:15][CH2:16][CH2:17][CH2:18][CH2:19][CH2:20][CH3:21].[Cs+:12].[O:22]=[CH:23][N:24]([CH3:25])[CH3:26].[OH:1][c:2]1[c:3]([C:4](=[O:5])[O-:6])[cH:7][c:8]([OH:11])[cH:9][cH:10]1>>[CH3:14][CH2:15][CH2:16][CH2:17][CH2:18][CH2:19][CH2:20][CH3:21].[OH:1][c:2]1[c:3]([C:4](=[O:5])[OH:6])[cH:7][c:8]([OH:11])[cH:9][cH:10]1. Reactants: Cl.FC1=CC=C(C=C1)[C@H]1[C@@H](CNCC1)COC1=CC=C(C=C1)OC ((-)-trans-4-(4-fluorophenyl)-3-(4-methoxyphenoxymethyl)-piperidine hydrochloride), C(CCC)Br (butyl bromide). As a reaction SMILES: [ClH:1].[F:2][C:3]1[CH:8]=[CH:7][C:6]([C@@H:9]2[CH2:14][CH2:13][NH:12][CH2:11][C@H:10]2[CH2:15][O:16][C:17]2[CH:22]=[CH:21][C:20]([O:23][CH3:24])=[CH:19][CH:18]=2)=[CH:5][CH:4]=1.[CH2:25](Br)[CH2:26][CH2:27][CH3:28]>>[ClH:1].[CH2:25]([N:12]1[CH2:13][CH2:14][C@@H:9]([C:6]2[CH:5]=[CH:4][C:3]([F:2])=[CH:8][CH:7]=2)[C@H:10]([CH2:15][O:16][C:17]2[CH:18]=[CH:19][C:20]([O:23][CH3:24])=[CH:21][CH:22]=2)[CH2:11]1)[CH2:26][CH2:27][CH3:28] |f:0.1,3.4|. Yields the product Cl.C(CCC)N1C[C@H]([C@@H](CC1)C1=CC=C(C=C1)F)COC1=CC=C(C=C1)OC ((-)-trans-1-butyl-4-(4-fluorophenyl)-3-(4-methoxyphenoxy-methyl)-piperidine hydrochloride). Procedure: (-)-trans-1-butyl-4-(4-fluorophenyl)-3-(4-methoxyphenoxy-methyl)-piperidine hydrochloride M.p. 163-165° C. was prepared exactly as described in Example 1 from (-)-trans-4-(4-fluorophenyl)-3-(4-methoxyphenoxymethyl)-piperidine hydrochloride and butyl bromide by refluxing for 120 hours. Reactants: NC1=CC(=C(C=C1)C1=CC=CC=C1)C (4-amino-2-methyl-1-phenylbenzene), N(=O)OCCC(C)C (iso-amyl nitrite), ICI (diiodomethane). Reaction conditions: temperature 75 celsius, time 1 hour. The product is IC1=CC(=C(C=C1)C1=CC=CC=C1)C (4-iodo-2-methyl-1-phenylbenzene). Yield: 66.0%. As a reaction SMILES: N[C:2]1[CH:7]=[CH:6][C:5]([C:8]2[CH:13]=[CH:12][CH:11]=[CH:10][CH:9]=2)=[C:4]([CH3:14])[CH:3]=1.N(OCCC(C)C)=O.[I:23]CI>>[I:23][C:2]1[CH:7]=[CH:6][C:5]([C:8]2[CH:13]=[CH:12][CH:11]=[CH:10][CH:9]=2)=[C:4]([CH3:14])[CH:3]=1. Reported procedure: A stirred solution of 4-amino-2-methyl-1-phenylbenzene (10.49 gm, 57.2 mmol) in diiodomethane (100 mL) was treated with iso-amyl nitrite (27 mL, 200.2 mmol) over 5 mins. The mixture was heated to 75° C. for 45 mins, then at 65° C. for 1 h. After being cooled, the mixture was concentrated under reduced pressure (95° C./30 mmHg) and the residue was purified by flash chromatography (eluting with hexane) to give 4-iodo-2-methyl-1-phenylbenzene (11.6 gm, 66%) as an oil. The reactants are COC(=O)C(=O)OC, O=C([O-])[O-], CCc1c(OC)cc(CC(=O)OC)cc1OC, CCc1c(OC)cc(C(C(=O)OC)C(=O)C(=O)OC)cc1OC, C=O, Cc1ccccc1, [H-], [K+], [K+], [Na+], C1CCOC1, O. Yields the product C=C(C(=O)OC)c1cc(OC)c(CC)c(OC)c1. Reaction SMILES: [C:20]([O:21][CH3:22])(=[O:23])[C:24]([O:25][CH3:26])=[O:27].[C:53](=[O:54])([O-:55])[O-:56].[CH2:1]([c:2]1[c:3]([O:4][CH3:5])[cH:6][c:7]([CH2:8][C:9]([O:10][CH3:11])=[O:12])[cH:13][c:14]1[O:15][CH3:16])[CH3:17].[CH2:28]([CH3:29])[c:30]1[c:31]([O:49][CH3:50])[cH:32][c:33]([CH:38]([C:39](=[O:40])[O:41][CH3:42])[C:43](=[O:44])[C:45]([O:46][CH3:47])=[O:48])[cH:34][c:35]1[O:36][CH3:37].[CH2:51]=[O:52].[CH3:59][c:60]1[cH:61][cH:62][cH:63][cH:64][cH:65]1.[H-:19].[K+:57].[K+:58].[Na+:18].[O:66]1[CH2:67][CH2:68][CH2:69][CH2:70]1.[OH2:71]>>[CH2:28]([CH3:29])[c:30]1[c:31]([O:49][CH3:50])[cH:32][c:33]([C:38]([C:39](=[O:40])[O:41][CH3:42])=[CH2:43])[cH:34][c:35]1[O:36][CH3:37]. The reactants are O=C([O-])[O-], CC(C)=O, CC(C)(C)c1cc(OC(=O)Cl)ccc1Cl, CNc1ccc(F)cc1, [K+], [K+], O. Product: CN(C(=O)Oc1ccc(Cl)c(C(C)(C)C)c1)c1ccc(F)cc1. Reaction SMILES: [C:14](=[O:15])([O-:16])[O-:17].[CH3:1][C:2](=[O:3])[CH3:4].[Cl:20][C:21](=[O:22])[O:23][c:24]1[cH:25][c:26]([C:31]([CH3:32])([CH3:33])[CH3:34])[c:27]([Cl:30])[cH:28][cH:29]1.[F:5][c:6]1[cH:7][cH:8][c:9]([NH:10][CH3:11])[cH:12][cH:13]1.[K+:18].[K+:19].[OH2:35]>>[F:5][c:6]1[cH:7][cH:8][c:9]([N:10]([CH3:11])[C:21](=[O:22])[O:23][c:24]2[cH:25][c:26]([C:31]([CH3:32])([CH3:33])[CH3:34])[c:27]([Cl:30])[cH:28][cH:29]2)[cH:12][cH:13]1. Reactants: [OH-].[K+] (potassium hydroxide), C(N(CC(=O)[O-])CC(=O)O)CN(CC(=O)O)CC(=O)[O-].[Na+].[Na+] (disodium edetate), O (water), SCC(=O)NC=1C=C(C(=O)NCC(=O)O)C=CC1 (N-[3-(mercaptoacetylamino)benzoyl]glycine). The solvent is O1CCCC1 (tetrahydrofuran). Reaction conditions: temperature 45 celsius, time 16 hour. Yields the product O.[K+].SCC(=O)NC=1C=C(C(=O)NCC(=O)[O-])C=CC1 (N-[3-(mercaptoacetylamino)benzoyl]glycine potassium salt hydrate). Yield: 93.0%. RXN SMILES: [OH-].[K+:2].O.[SH:4][CH2:5][C:6]([NH:8][C:9]1[CH:10]=[C:11]([CH:19]=[CH:20][CH:21]=1)[C:12]([NH:14][CH2:15][C:16]([OH:18])=[O:17])=[O:13])=[O:7].C(CN(CC([O-])=O)CC(O)=O)N(CC(O)=O)CC([O-])=O.[Na+].[Na+]>O1CCCC1>[OH2:7].[K+:2].[SH:4][CH2:5][C:6]([NH:8][C:9]1[CH:10]=[C:11]([CH:19]=[CH:20][CH:21]=1)[C:12]([NH:14][CH2:15][C:16]([O-:18])=[O:17])=[O:13])=[O:7] |f:0.1,4.5.6,8.9.10|. Procedure: An aqueous solution of 4N potassium hydroxide (4.65 ml., 0.01 mole) and 4 ml. of water is slowly added to a suspension of N-[3-(mercaptoacetylamino)benzoyl]glycine (5 g., 0.0186 mole) with 5 mg. disodium edetate. Warming the mixture to 45° C. provides a clear solution which is first diluted with 200 ml. of tetrahydrofuran and then cooled in a dry ice-ethanol bath to promote crystallization. After stirring the mixture for a period of 16 hr. at 25° C., the precipitated solid is collected, washed w... Starting materials: CS(C)=O, CO, Fc1ccc2[nH]cc(C3CCNCC3)c2c1, c1cc(OCC2CO2)c2cc[nH]c2c1. Product: OC(COc1cccc2[nH]ccc12)CN1CCC(c2c[nH]c3ccc(F)cc23)CC1. RXN SMILES: [CH3:31][S:32]([CH3:33])=[O:34].[CH3:35][OH:36].[F:1][c:2]1[cH:3][c:4]2[c:5]([CH:11]3[CH2:12][CH2:13][NH:14][CH2:15][CH2:16]3)[cH:6][nH:7][c:8]2[cH:9][cH:10]1.[O:17]1[CH:18]([CH2:20][O:21][c:22]2[c:23]3[cH:24][cH:25][nH:26][c:27]3[cH:28][cH:29][cH:30]2)[CH2:19]1>>[F:1][c:2]1[cH:3][c:4]2[c:5]([CH:11]3[CH2:12][CH2:13][N:14]([CH2:19][CH:18]([OH:17])[CH2:20][O:21][c:22]4[c:23]5[cH:24][cH:25][nH:26][c:27]5[cH:28][cH:29][cH:30]4)[CH2:15][CH2:16]3)[cH:6][nH:7][c:8]2[cH:9][cH:10]1.